This data is from the Open Reaction Database (ORD), a public repository of structured organic reaction records. The task is: describe an organic reaction: reactants, conditions, products, and yield Starting materials: O=[N+]([O-])c1ccc(F)c(Cl)c1, [H-], [Na+], CC(C)(O)c1ccccn1. The product is CC(C)(Oc1ccc([N+](=O)[O-])cc1Cl)c1ccccn1. Reaction SMILES: [Cl:13][c:14]1[cH:15][c:16]([N+:21](=[O:22])[O-:23])[cH:17][cH:18][c:19]1[F:20].[H-:1].[Na+:2].[n:3]1[c:4]([C:9]([CH3:10])([CH3:11])[OH:12])[cH:5][cH:6][cH:7][cH:8]1>>[n:3]1[c:4]([C:9]([CH3:10])([CH3:11])[O:12][c:19]2[c:14]([Cl:13])[cH:15][c:16]([N+:21](=[O:22])[O-:23])[cH:17][cH:18]2)[cH:5][cH:6][cH:7][cH:8]1. The reactants are Cc1ccccc1, COc1ccc(Cl)cc1C(=O)O, O=S(Cl)Cl. Product: COc1ccc(Cl)cc1C(=O)Cl. Reaction SMILES: [CH3:17][c:18]1[cH:19][cH:20][cH:21][cH:22][cH:23]1.[Cl:1][c:2]1[cH:3][cH:4][c:5]([O:11][CH3:12])[c:6]([C:7](=[O:8])[OH:9])[cH:10]1.[S:13]([Cl:14])([Cl:15])=[O:16]>>[Cl:1][c:2]1[cH:3][cH:4][c:5]([O:11][CH3:12])[c:6]([C:7](=[O:8])[Cl:15])[cH:10]1. The reactants are ClC(=O)OC1=CC(=CC=C1)C(F)(F)F (3-(trifluoromethyl)phenyl chloroformate), C(C#C)C1CCN(CC1)C(=O)OC(C)(C)C (tert-butyl 4-(prop-2-ynyl)piperidine-1-carboxylate). Yields the product C(C#C)C1CCN(CC1)C(=O)OC1=CC(=CC=C1)C(F)(F)F (3-(trifluoromethyl)phenyl 4-(prop-2-ynyl)piperidine-1-carboxylate). RXN SMILES: Cl[C:2]([O:4][C:5]1[CH:10]=[CH:9][CH:8]=[C:7]([C:11]([F:14])([F:13])[F:12])[CH:6]=1)=[O:3].[CH2:15]([CH:18]1[CH2:23][CH2:22][N:21](C(OC(C)(C)C)=O)[CH2:20][CH2:19]1)[C:16]#[CH:17]>>[CH2:15]([CH:18]1[CH2:23][CH2:22][N:21]([C:2]([O:4][C:5]2[CH:10]=[CH:9][CH:8]=[C:7]([C:11]([F:14])([F:13])[F:12])[CH:6]=2)=[O:3])[CH2:20][CH2:19]1)[C:16]#[CH:17]. Procedure details: 3-(trifluoromethyl)phenyl chloroformate (5.0 g, 29.3 mmol) was added to a solution of tert-butyl 4-(prop-2-ynyl)piperidine-1-carboxylate (1.50 g, 6.72 mmol) according to general procedure 1. Yield=1.1031 g, 64%. m/z MH+=302.02. HPLC rt=10.8 min. The reactants are COC(=O)c1ccc(C(=O)NCCOc2cccc(C#N)c2)cc1, C1CCOC1, CCO, [Na+], [OH-]. Product: N#Cc1cccc(OCCNC(=O)c2ccc(C(=O)O)cc2)c1. Reaction SMILES: [C:1](#[N:2])[c:3]1[cH:4][c:5]([O:6][CH2:7][CH2:8][NH:9][C:10](=[O:11])[c:12]2[cH:13][cH:14][c:15]([C:16](=[O:17])[O:18][CH3:19])[cH:20][cH:21]2)[cH:22][cH:23][cH:24]1.[CH2:30]1[O:31][CH2:32][CH2:33][CH2:34]1.[CH3:27][CH2:28][OH:29].[Na+:26].[OH-:25]>>[C:1](#[N:2])[c:3]1[cH:4][c:5]([O:6][CH2:7][CH2:8][NH:9][C:10](=[O:11])[c:12]2[cH:13][cH:14][c:15]([C:16](=[O:17])[OH:18])[cH:20][cH:21]2)[cH:22][cH:23][cH:24]1. Reactants: Cn1ccnc1SCC1(CO)CCC1, Cc1ccccc1, CCOC(C)=O, CCN(C(C)C)C(C)C, [Cl-], O=C(Cl)Cl, ClCCl, CCCCC(N)C(O)C(=O)NC(C)c1ccccc1, [Na+], C1CCOC1. Yields the product CCCCC(NC(=O)OCC1(CSc2nccn2C)CCC1)C(O)C(=O)NC(C)c1ccccc1. RXN SMILES: [CH3:1][n:2]1[c:3]([S:7][CH2:8][C:9]2([CH2:13][OH:14])[CH2:10][CH2:11][CH2:12]2)[n:4][cH:5][cH:6]1.[CH3:52][c:53]1[cH:54][cH:55][cH:56][cH:57][cH:58]1.[CH3:64][CH2:65][O:66][C:67](=[O:68])[CH3:69].[CH:38]([N:39]([CH2:40][CH3:41])[CH:42]([CH3:43])[CH3:44])([CH3:45])[CH3:46].[Cl-:48].[Cl:15][C:16]([Cl:17])=[O:18].[Cl:49][CH2:50][Cl:51].[NH2:19][CH:20]([CH:21]([C:22](=[O:23])[NH:24][CH:25]([CH3:26])[c:27]1[cH:28][cH:29][cH:30][cH:31][cH:32]1)[OH:33])[CH2:34][CH2:35][CH2:36][CH3:37].[Na+:47].[O:59]1[CH2:60][CH2:61][CH2:62][CH2:63]1>>[CH3:1][n:2]1[c:3]([S:7][CH2:8][C:9]2([CH2:13][O:14][C:16](=[O:18])[NH:19][CH:20]([CH:21]([C:22](=[O:23])[NH:24][CH:25]([CH3:26])[c:27]3[cH:28][cH:29][cH:30][cH:31][cH:32]3)[OH:33])[CH2:34][CH2:35][CH2:36][CH3:37])[CH2:10][CH2:11][CH2:12]2)[n:4][cH:5][cH:6]1. The reactants are FC(C(=O)O)(F)F.CC1=C(C(=NN1C1OCCCC1)C(F)(F)F)C=1NC2=C(C3=C(NC4=C2C=CN=C4)N=CC=C3)N1 (2-[5-methyl-1-(tetrahydro-2H-pyran-2-yl)-3-(trifluoromethyl)-1H-pyrazol-4-yl]-3,8-dihydroimidazo[4,5-d]dipyrido[2,3-b: 4′,3′-f]azepine trifluoroacetate), Cl (HCl). Run in CO (methanol). Run at temperature 50 celsius, time 3 hour. Product: FC(C(=O)O)(F)F.FC(C(=O)O)(F)F.CC1=C(C(=NN1)C(F)(F)F)C=1NC2=C(C3=C(NC4=C2C=CN=C4)N=CC=C3)N1 (2-[5-methyl-3-(trifluoromethyl)-1H-pyrazol-4-yl]-3,8-dihydroimidazo[4,5-d]dipyrido[2,3-b:4′,3′-f]azepine bis(trifluoroacetate)), C(=O)(C(F)(F)F)O (TFA). Isolated yield 1172.2%. Reaction SMILES: [F:1][C:2]([F:7])([F:6])[C:3]([OH:5])=[O:4].[CH3:8][C:9]1[N:13](C2CCCCO2)[N:12]=[C:11]([C:20]([F:23])([F:22])[F:21])[C:10]=1[C:24]1[NH:25][C:26]2[C:32]3[CH:33]=[CH:34][N:35]=[CH:36][C:31]=3[NH:30][C:29]3[N:37]=[CH:38][CH:39]=[CH:40][C:28]=3[C:27]=2[N:41]=1.Cl>CO>[F:1][C:2]([F:7])([F:6])[C:3]([OH:5])=[O:4].[F:1][C:2]([F:7])([F:6])[C:3]([OH:5])=[O:4].[CH3:8][C:9]1[NH:13][N:12]=[C:11]([C:20]([F:23])([F:22])[F:21])[C:10]=1[C:24]1[NH:25][C:26]2[C:32]3[CH:33]=[CH:34][N:35]=[CH:36][C:31]=3[NH:30][C:29]3[N:37]=[CH:38][CH:39]=[CH:40][C:28]=3[C:27]=2[N:41]=1.[C:3]([OH:5])([C:2]([F:7])([F:6])[F:1])=[O:4] |f:0.1,4.5.6|. Procedure: To a solution of 2-[5-methyl-1-(tetrahydro-2H-pyran-2-yl)-3-(trifluoromethyl)-1H-pyrazol-4-yl]-3,8-dihydroimidazo[4,5-d]dipyrido[2,3-b: 4′,3′-f]azepine trifluoroacetate (715 mg, 1.23 mmol) in methanol (16 mL) was added 1.25 mL concentrated HCl and the reaction was stirred at 50° C. for 3 h. The reaction was reduced in vacuo and then purified by preparative LCMS to obtain the desired product as a bis-TFA salt (548 mg, 73%). 1H NMR (400 MHz, DMSO-d6): δ 13.8 (bs, 1H), 8.60 (bs, 1H), 8.10 (d, 1H), ... Reactants: C(C)(=O)N1C(N(CC1)C=1C=NC(=CC1)C(=O)N1CCN(CC1)C1=C(C=C(C=C1)C)C)=O (1-acetyl-3-{6-[4-(2,4-dimethylphenyl)piperazine-1-carbonyl]pyridin-3-yl}imidazolidin-2-one), C([O-])([O-])=O.[K+].[K+] (potassium carbonate), CO (methanol). Solvent: O (Water). Product: CC1=C(C=CC(=C1)C)N1CCN(CC1)C(=O)C1=CC=C(C=N1)N1C(NCC1)=O (1-{6-[4-(2,4-dimethylphenyl)piperazine-1-carbonyl]pyridin-3-yl}imidazolidin-2-one). Isolated yield 36.5%. RXN SMILES: C([N:4]1[CH2:8][CH2:7][N:6]([C:9]2[CH:10]=[N:11][C:12]([C:15]([N:17]3[CH2:22][CH2:21][N:20]([C:23]4[CH:28]=[CH:27][C:26]([CH3:29])=[CH:25][C:24]=4[CH3:30])[CH2:19][CH2:18]3)=[O:16])=[CH:13][CH:14]=2)[C:5]1=[O:31])(=O)C.C(=O)([O-])[O-].[K+].[K+].CO>O>[CH3:30][C:24]1[CH:25]=[C:26]([CH3:29])[CH:27]=[CH:28][C:23]=1[N:20]1[CH2:19][CH2:18][N:17]([C:15]([C:12]2[N:11]=[CH:10][C:9]([N:6]3[CH2:7][CH2:8][NH:4][C:5]3=[O:31])=[CH:14][CH:13]=2)=[O:16])[CH2:22][CH2:21]1 |f:1.2.3|. Reported procedure: To a mixture of 1-acetyl-3-{6-[4-(2,4-dimethylphenyl)piperazine-1-carbonyl]pyridin-3-yl}imidazolidin-2-one (70 mg) described in Example 388 and potassium carbonate (35 mg) was added methanol (5 mL), and the mixture was stirred with heating under reflux for 1 hr. Water was added to the reaction mixture, and the mixture was extracted with ethyl acetate. The organic layer was washed with saturated brine, and the solvent was evaporated. The obtained residue was purified by column chromatography (chl... Starting materials: BrN1C(CCC1=O)=O (N-bromosuccinimide), C(C1=CC=CC=C1)(=O)OOC(C1=CC=CC=C1)=O (benzoyl peroxide), C(C)(C)(C)C1=NC(=CC(=C1)C)C(C)(C)C (2,6-di-tert-butyl-4-methylpyridine), C(C)(C)(C)C=1C=C(C(=O)O)C=C(N1)C(C)(C)C (2,6-di-tert-butylisonicotinic acid), C(C)(C)(C)C=1C=C(C(=O)O)C=C(N1)C(C)(C)C (2,6-di-tert-butylisonicotinic acid), Formula 8. Product: BrCC1=CC(=NC(=C1)C(C)(C)C)C(C)(C)C (4-bromomethyl-2,6-di-tert-butylpyridine). As a reaction SMILES: [C:1]([C:5]1[CH:6]=[C:7]([CH:11]=[C:12]([C:14]([CH3:17])([CH3:16])[CH3:15])[N:13]=1)[C:8](O)=O)([CH3:4])([CH3:3])[CH3:2].C(C1C=C(C)C=C(C(C)(C)C)N=1)(C)(C)C.[Br:33]N1C(=O)CCC1=O.C(OOC(=O)C1C=CC=CC=1)(=O)C1C=CC=CC=1>>[Br:33][CH2:8][C:7]1[CH:6]=[C:5]([C:1]([CH3:4])([CH3:3])[CH3:2])[N:13]=[C:12]([C:14]([CH3:17])([CH3:16])[CH3:15])[CH:11]=1. Procedure: Reaction Scheme 13 provides an example for the preparation of 2,6-di-tert-butylisonicotinic acid (Compound C3) which is a reagent in accordance with Formula 8 for the preparation of several preferred compounds of the present invention. Thus, 2,6-di-tert-butyl-4-methylpyridine (available commercially from Aldrich Chemical Co.) is reacted with N-bromosuccinimide and benzoyl peroxide to provide 4-bromomethyl-2,6-di-tert-butylpyridine (Compound A3). Compound A3 is reacted with base (sodium hydroxyde... Starting materials: O.NN (hydrazine hydrate), ClC(C(C)=O)C(C)=O (3-chloro-2,4-pentanedione), ClC=1C=C(C=C(C1)Cl)O (3,5-dichlorophenol), C([O-])([O-])=O.[Cs+].[Cs+] (cesium carbonate). The solvent is CC(=O)C (acetone). Run at temperature 60 celsius. Product: ClC=1C=C(OC=2C(=NNC2C)C)C=C(C1)Cl (4-(3,5-Dichlorophenoxy)-3,5-dimethyl-1H-pyrazole). Yield: 31.5%. RXN SMILES: Cl[CH:2]([C:6](=O)[CH3:7])[C:3](=O)[CH3:4].[Cl:9][C:10]1[CH:11]=[C:12]([OH:17])[CH:13]=[C:14]([Cl:16])[CH:15]=1.C(=O)([O-])[O-].[Cs+].[Cs+].O.[NH2:25][NH2:26]>CC(C)=O>[Cl:9][C:10]1[CH:11]=[C:12]([CH:13]=[C:14]([Cl:16])[CH:15]=1)[O:17][C:2]1[C:6]([CH3:7])=[N:25][NH:26][C:3]=1[CH3:4] |f:2.3.4,5.6|. Procedure: A mixture of 3-chloro-2,4-pentanedione (5.00 g, 37.0 mmol), 3,5-dichlorophenol (6.03 g, 37.0 mmol), cesium carbonate (12.0 g, 37.0 mmol) and acetone (40 ml) was heated under reflux for 18 hours. After cooling the solid was removed by filtration and the filtrate concentrated under reduced pressure. The intermediate was dissolved in ethanol (30 ml) and hydrazine hydrate (1.85 g, 37.0 mmol) was added and the mixture heated at 60° C. for 30 minutes. After cooling the mixture was concentrated under r...